This data is from the Open Reaction Database (ORD), a public repository of structured organic reaction records. The task is: describe an organic reaction: reactants, conditions, products, and yield Reactants: OC1(C(C(=O)O)C=CC=C1)C(=O)O (2-hydroxyphthalic acid), Cl (hydrochloric acid), C(C)(=O)O (Acetic acid), [BH4-].[Na+] (sodium borohydride). Run in O1CCCC1 (tetrahydrofuran). Conditions: time 2 hour. The product is COC1(C(C(=O)O)C=CC=C1)C(=O)O (2-methoxyphthalic acid), title compound. Reaction SMILES: [OH:1][C:2]1([C:11]([OH:13])=[O:12])[CH:10]=[CH:9][CH:8]=[CH:7][CH:3]1[C:4]([OH:6])=[O:5].[C:14](O)(=O)C.[BH4-].[Na+].Cl>O1CCCC1>[CH3:14][O:1][C:2]1([C:11]([OH:13])=[O:12])[CH:10]=[CH:9][CH:8]=[CH:7][CH:3]1[C:4]([OH:6])=[O:5] |f:2.3|. Procedure: Anhydrous 2-methoxyphthalic acid (640 mg), which was prepared with using anhydrous 2-hydroxyphthalic acid by the same procedure as reference example 12, was suspended in tetrahydrofuran (20 ml). Acetic acid (430 mg) and sodium borohydride (135 mg) were added to the suspension. The mixture was stirred for 30 min. at room temperature and for 2 hr. at 50° C. The reaction solution was cooled. 1N hydrochloric acid (7 ml) was added to the cooled solution. The solution was stirred for 15 min. The react... The reactants are CN(CCc1ccc([N+](=O)[O-])cc1)C1CCN(c2ccc(C#N)cc2)CC1, Cl, Cl, C1CCOC1. Product: CN(CCc1ccc(N)cc1)C1CCN(c2ccc(C#N)cc2)CC1. RXN SMILES: [C:3](#[N:4])[c:5]1[cH:6][cH:7][c:8]([N:11]2[CH2:12][CH2:13][CH:14]([N:17]([CH3:18])[CH2:19][CH2:20][c:21]3[cH:22][cH:23][c:24]([N+:27]([O-:28])=[O:29])[cH:25][cH:26]3)[CH2:15][CH2:16]2)[cH:9][cH:10]1.[ClH:1].[ClH:2].[O:30]1[CH2:31][CH2:32][CH2:33][CH2:34]1>>[C:3](#[N:4])[c:5]1[cH:6][cH:7][c:8]([N:11]2[CH2:12][CH2:13][CH:14]([N:17]([CH3:18])[CH2:19][CH2:20][c:21]3[cH:22][cH:23][c:24]([NH2:27])[cH:25][cH:26]3)[CH2:15][CH2:16]2)[cH:9][cH:10]1.